From a dataset of the Open Reaction Database (ORD), a public repository of structured organic reaction records. describe an organic reaction: reactants, conditions, products, and yield Starting materials: ClC1=CC=C(C=C1)C=1C(=NC(=C(C#N)C1)OCCN1C(C2=CC=CC=C2C1=O)=O)C1=C(C=C(C=C1)Cl)Cl (5-(4-Chlorophenyl)-6-(2,4-dichlorophenyl)-2-[2-(1,3-dioxo-1,3-dihydro-2H-isoindol-2-yl)ethoxy]nicotinonitrile), C(C)#N (acetonitrile), O.NN (hydrazine hydrate). Solvent: C(C)O (ethanol). Run at temperature 80 celsius. Product: NCCOC1=C(C#N)C=C(C(=N1)C1=C(C=C(C=C1)Cl)Cl)C1=CC=C(C=C1)Cl (2-(2-Aminoethoxy)-5-(4-chlorophenyl)-6-(2,4-dichlorophenyl)nicotinonitrile). RXN SMILES: [Cl:1][C:2]1[CH:7]=[CH:6][C:5]([C:8]2[C:9]([C:30]3[CH:35]=[CH:34][C:33]([Cl:36])=[CH:32][C:31]=3[Cl:37])=[N:10][C:11]([O:16][CH2:17][CH2:18][N:19]3C(=O)C4C(=CC=CC=4)C3=O)=[C:12]([CH:15]=2)[C:13]#[N:14])=[CH:4][CH:3]=1.C(#N)C.O.NN>C(O)C>[NH2:19][CH2:18][CH2:17][O:16][C:11]1[N:10]=[C:9]([C:30]2[CH:35]=[CH:34][C:33]([Cl:36])=[CH:32][C:31]=2[Cl:37])[C:8]([C:5]2[CH:4]=[CH:3][C:2]([Cl:1])=[CH:7][CH:6]=2)=[CH:15][C:12]=1[C:13]#[N:14] |f:2.3|. Reported procedure: To the product of Example 25 (971 mg) was added acetonitrile (14 mL) and ethanol (5 mL). The mixture was heated to 80° C. to dissolve the material before adding hydrazine hydrate (0.60 mL, 12.24 mmol). After 2.3 hours the mixture was filtered through Celite®545 diatomaceous earth and then concentrated. The residue was purified by flash chromatography (silica gel) eluting with 2% triethylamine/4% methanol/94% dichloromethane affording the product. MS (electrospray) m/e 418.0 MH+ (retention time=3... The reactants are CC1(OB(OC1(C)C)C1=CC=C(C=C1)S(=O)(=O)C1=CC=CC=C1)C (4,4,5,5-tetramethyl-2-(4-(phenylsulfonyl)phenyl)-1,3,2-dioxaborolane), BrC1=NC=C(C=C1)Br (2,5-dibromopyridine), C([O-])([O-])=O.[K+].[K+] (potassium carbonate), COCCOC (1,2-dimethoxyethane). The reagents and catalysts are C=1C=CC(=CC1)/C=C/C(=O)/C=C/C2=CC=CC=C2.C=1C=CC(=CC1)/C=C/C(=O)/C=C/C2=CC=CC=C2.C=1C=CC(=CC1)/C=C/C(=O)/C=C/C2=CC=CC=C2.[Pd].[Pd] (tris(dibenzylideneacetone)dipalladium). Solvent: O (water), CCOC(=O)C (EtOAc), CO (MeOH). Run at temperature 100 celsius. The product is BrC=1C=CC(=NC1)C1=CC=C(C=C1)S(=O)(=O)C1=CC=CC=C1 (5-bromo-2-(4-(phenylsulfonyl)phenyl)pyridine). The yield is 41.3%. As a reaction SMILES: CC1(C)C(C)(C)OB([C:9]2[CH:14]=[CH:13][C:12]([S:15]([C:18]3[CH:23]=[CH:22][CH:21]=[CH:20][CH:19]=3)(=[O:17])=[O:16])=[CH:11][CH:10]=2)O1.Br[C:26]1[CH:31]=[CH:30][C:29]([Br:32])=[CH:28][N:27]=1.C(=O)([O-])[O-].[K+].[K+].COCCOC>CCOC(C)=O.C1C=CC(/C=C/C(/C=C/C2C=CC=CC=2)=O)=CC=1.C1C=CC(/C=C/C(/C=C/C2C=CC=CC=2)=O)=CC=1.C1C=CC(/C=C/C(/C=C/C2C=CC=CC=2)=O)=CC=1.[Pd].[Pd].CO.O>[Br:32][C:29]1[CH:30]=[CH:31][C:26]([C:9]2[CH:10]=[CH:11][C:12]([S:15]([C:18]3[CH:19]=[CH:20][CH:21]=[CH:22][CH:23]=3)(=[O:16])=[O:17])=[CH:13][CH:14]=2)=[N:27][CH:28]=1 |f:2.3.4,7.8.9.10.11|. Procedure details: A 100 ml, pressure vessel was charged with 4,4,5,5-tetramethyl-2-(4-(phenylsulfonyl)phenyl)-1,3,2-dioxaborolane (1.00 g, 2.91 mmol), 2,5-dibromopyridine (0.860 g, 3.63 mmol, Sigma-Aldrich, St. Louis, Mo.), potassium carbonate (1.20 g, 8.72 mmol), tetrakis(triphenylphosphine)palladium (0) (0.168 g, 0.145 mmol, Strem Chemical Inc, Newburyport, Mass.), 16 mL of 1,2-dimethoxyethane, and 4 mL of water. The vessel was sealed and the reaction was heated at 100° C. for 2 h. After cooling to room tempera...